Dataset: the Open Reaction Database (ORD), a public repository of structured organic reaction records. Task: describe an organic reaction: reactants, conditions, products, and yield Starting materials: BrC1=CC=CC2=C1C(N(CC=1N2C=NC1C(=O)N)C)=O (7-bromo-5-methyl-6-oxo-5,6-dihydro-4H-imidazo[1,5-a][1,4]benzodiazepine-3-carboxamide), FC(C(=O)OC(C(F)(F)F)=O)(F)F (trifluoroacetic anhydride), O (water). Run in O1CCOCC1 (dioxan), N1=CC=CC=C1 (pyridine). Run at time 1 hour. Product: BrC1=CC=CC2=C1C(N(CC=1N2C=NC1C#N)C)=O (7-bromo-5-methyl-6-oxo-5,6-dihydro-4H-imidazo[1,5-a][1,4]benzodiazepine-3-carbonitrile). Yield: 87.6%. As a reaction SMILES: [Br:1][C:2]1[C:7]2[C:8](=[O:20])[N:9]([CH3:19])[CH2:10][C:11]3[N:12]([CH:13]=[N:14][C:15]=3[C:16]([NH2:18])=O)[C:6]=2[CH:5]=[CH:4][CH:3]=1.FC(F)(F)C(OC(=O)C(F)(F)F)=O.O>O1CCOCC1.N1C=CC=CC=1>[Br:1][C:2]1[C:7]2[C:8](=[O:20])[N:9]([CH3:19])[CH2:10][C:11]3[N:12]([CH:13]=[N:14][C:15]=3[C:16]#[N:18])[C:6]=2[CH:5]=[CH:4][CH:3]=1. Reported procedure: A suspension of 21.5 g (64.1 mmol) of 7-bromo-5-methyl-6-oxo-5,6-dihydro-4H-imidazo[1,5-a][1,4]benzodiazepine-3-carboxamide in a mixture of 100 ml of dioxan and 15 ml of pyridine was treated at 7° to 10° with 15 ml of trifluoroacetic anhydride. The suspension was stirred at room temperature for 1 hour and poured into 600 ml of water. After 1 hour the suspension was suction filtered. There were obtained 17.8 g (88%) of 7-bromo-5-methyl-6-oxo-5,6-dihydro-4H-imidazo[1,5-a][1,4]benzodiazepine-3-carb...